Dataset: the Open Reaction Database (ORD), a public repository of structured organic reaction records. Task: describe an organic reaction: reactants, conditions, products, and yield Starting materials: O=C(CC(=O)OCC)C1CC(C1)C(=O)OCC(=O)C1=CC=CC=C1 (ethyl 3-oxo-3-(3-phenacyloxycarbonylcyclobutyl)propanoate), ClC1=CC=2C(C3=CC=CC=C3SC2C=C1)O (2-Chloro-9-hydroxythioxanthene). Solvent: C(C)(=O)O (acetic acid), C(C)O (ethanol). Conditions: temperature 60 celsius. Yields the product ClC1=CC=2C(C3=CC=CC=C3SC2C=C1)C(C(=O)OCC)C(C1CC(C1)C(=O)OCC(=O)C1=CC=CC=C1)=O (Ethyl 2-(2-chloro-9-thioxanthyl)-3-oxo-3-(3-phenacyloxycarbonylcyclobutyl)propanoate). RXN SMILES: [Cl:1][C:2]1[CH:15]=[CH:14][C:13]2[S:12][C:11]3[C:6](=[CH:7][CH:8]=[CH:9][CH:10]=3)[CH:5](O)[C:4]=2[CH:3]=1.[O:17]=[C:18]([CH:25]1[CH2:28][CH:27]([C:29]([O:31][CH2:32][C:33]([C:35]2[CH:40]=[CH:39][CH:38]=[CH:37][CH:36]=2)=[O:34])=[O:30])[CH2:26]1)[CH2:19][C:20]([O:22][CH2:23][CH3:24])=[O:21]>C(O)(=O)C.C(O)C>[Cl:1][C:2]1[CH:15]=[CH:14][C:13]2[S:12][C:11]3[C:6](=[CH:7][CH:8]=[CH:9][CH:10]=3)[CH:5]([CH:19]([C:18](=[O:17])[CH:25]3[CH2:28][CH:27]([C:29]([O:31][CH2:32][C:33]([C:35]4[CH:36]=[CH:37][CH:38]=[CH:39][CH:40]=4)=[O:34])=[O:30])[CH2:26]3)[C:20]([O:22][CH2:23][CH3:24])=[O:21])[C:4]=2[CH:3]=1. Procedure details: 2-Chloro-9-hydroxythioxanthene (0.72 g, 2.89 mmol) was allowed to react with ethyl 3-oxo-3-(3-phenacyloxycarbonylcyclobutyl)propanoate (0.8 g, 2.41 mmol) in acetic acid (4 ml) and ethanol (4 ml) for 4 days and then heated at 60° C. for 4 hours. Worked up following procedure described in Example 6(i) to give a yellow oil. The crude product was purified by chromatography on flash silica eluting with chloroform then chloroform-methanol (99.5:0.5 then 99:1) to give the title compound as an oil.